From a dataset of the Open Reaction Database (ORD), a public repository of structured organic reaction records. describe an organic reaction: reactants, conditions, products, and yield The reactants are COC1=CC=C(C(C2=CC=C(C=C2)OC)(C2=CC=CC=C2)OC[C@@]2([C@H](C[C@@H](O2)N2C(=O)NC(=O)C(C)=C2)O[SiH2]C(C(C)C)(C)C)C=CCCCCCO)C=C1 (5'-O-(4,4'-dimethoxytrityl)-3'-O-[(dimethyl-1,1-dimethylethyl) silyl]-4'-(7-hydroxy-1-hepten-1-yl)-thymidine), [N-]=[N+]=[N-] (azide), COC1=CC=C(C(C2=CC=C(C=C2)OC)(C2=CC=CC=C2)OC[C@@]2([C@H](C[C@@H](O2)N2C(=O)NC(=O)C(C)=C2)O[SiH2]C(C(C)C)(C)C)C=CCCCCCN=[N+]=[N-])C=C1 (5'-O-(4,4'-dimethoxytrityl)-3'-O-[(dimethyl-1,1-dimethylethyl)silyl]-4'-(7-azido-1-hepten-1-yl)-thymidine), C(CCS)S (1,3-propanedithiol), CS(=O)(=O)Cl (methanesulfonyl chloride), amine, [N-]=[N+]=[N-].[Na+] (sodium azide), amine, FC(C(=O)OCC)(F)F (ethyl trifluoroacetate), COC1=CC=C(C(C2=CC=C(C=C2)OC)(C2=CC=CC=C2)OC[C@@]2([C@H](C[C@@H](O2)N2C(=O)NC(=O)C(C)=C2)O[SiH2]C(C(C)C)(C)C)C=CCCCCCN=[N+]=[N-])C=C1 (5'-O-(4,4'-dimethoxytrityl)-3'-O-[(dimethyl-1,1-dimethylethyl)silyl]-4'-(7-azido-1-hepten-1-yl)-thymidine). The product is COC1=CC=C(C(C2=CC=C(C=C2)OC)(C2=CC=CC=C2)OC[C@@]2([C@H](C[C@@H](O2)N2C(=O)NC(=O)C(C)=C2)O[SiH2]C(C(C)C)(C)C)C=CCCCCCNC(C(F)(F)F)=O)C=C1 (5'-O-(4,4'-dimethoxytrityl)-3'-O-[(dimethyl-1,1-dimethylethyl)silyl]- 4'-(7-trifluoroacetamido-1-hepten-1-yl)-thymidine). RXN SMILES: [CH3:1][O:2][C:3]1[CH:55]=[CH:54][C:6]([C:7]([O:22][CH2:23][C@@:24]2([CH:46]=[CH:47][CH2:48][CH2:49][CH2:50]CCO)[O:28][C@@H:27]([N:29]3[CH:37]=[C:35]([CH3:36])[C:33](=[O:34])[NH:32][C:30]3=[O:31])[CH2:26][C@@H:25]2[O:38][SiH2:39][C:40]([CH3:45])([CH3:44])[CH:41]([CH3:43])[CH3:42])([C:16]2[CH:21]=[CH:20][CH:19]=[CH:18][CH:17]=2)[C:8]2[CH:13]=[CH:12][C:11]([O:14][CH3:15])=[CH:10][CH:9]=2)=[CH:5][CH:4]=1.[N-]=[N+]=[N-].COC1C=CC(C(OC[C@@]2(C=CCCCCCN=[N+]=[N-])O[C@@H:85]([N:87]3C=C(C)C(=O)NC3=O)[CH2:84][C@@H]2O[SiH2]C(C)(C)C(C)C)(C2C=CC=CC=2)C2C=CC(OC)=CC=2)=CC=1.CS(Cl)(=O)=O.[N-]=[N+]=[N-].[Na+].C(S)CCS.[F:130][C:131]([F:138])([F:137])[C:132]([O:134]CC)=O>>[CH3:1][O:2][C:3]1[CH:55]=[CH:54][C:6]([C:7]([O:22][CH2:23][C@@:24]2([CH:46]=[CH:47][CH2:48][CH2:49][CH2:50][CH2:84][CH2:85][NH:87][C:132](=[O:134])[C:131]([F:130])([F:137])[F:138])[O:28][C@@H:27]([N:29]3[CH:37]=[C:35]([CH3:36])[C:33](=[O:34])[NH:32][C:30]3=[O:31])[CH2:26][C@@H:25]2[O:38][SiH2:39][C:40]([CH3:44])([CH3:45])[CH:41]([CH3:42])[CH3:43])([C:16]2[CH:17]=[CH:18][CH:19]=[CH:20][CH:21]=2)[C:8]2[CH:13]=[CH:12][C:11]([O:14][CH3:15])=[CH:10][CH:9]=2)=[CH:5][CH:4]=1 |f:4.5|. Procedure details: The above-procedure is more particularly illustrated as follows for the synthesis of 3'-O-[2-cyanoethyl bis (isopropyl) phosphoramidite ]-5'-O-(4,4'-dimethoxytrityl)-4'-(7-trifluoroacetaido-1-hepten-1-yl)-thymidine (8), which is incorporated into an oligonucleotide that is used as a nucleotide probe, and the desired 4'-substituent (biotin) is added at the completion of the synthesis of the oligonucleotide. The starting material is a thymidine that undergoes a five step sequence similar to that d... Conditions: time 16 hour. Reagents/catalysts: CN(C)C=1C=CN=CC1 (DMAP). Yield: 107.1%. Run in C1CCOC1 (THF). As a reaction SMILES: [NH:1]1[CH:5]=[CH:4][CH:3]=[C:2]1[CH:6]=[O:7].[O:8](C(OC(C)(C)C)=O)[C:9]([O:11][C:12]([CH3:15])([CH3:14])[CH3:13])=O>CN(C1C=CN=CC=1)C.C1COCC1>[C:12]([O:11][C:9]([N:1]1[CH:5]=[CH:4][CH:3]=[C:2]1[CH:6]=[O:7])=[O:8])([CH3:15])([CH3:14])[CH3:13]. Procedure details: A mixture of pyrrole-2-carboxaldehyde (9.5 g, 0.1 mol), (BOC)2O (24.0 g, 0.11 mol) and DMAP (0.25 g) in THF (150 ml) was stirred at room temperature for 16 h. The solvent was removed under vacuum and the residue dissolved in CH2Cl2 (200 ml) and washed with 10% citric add, water and brine. The organic layer was dried (Na2SO4) and evaporated to give the desired product (20.9 g, 95%); δ (360 MHz, CDCl3) 1.65 (9H, s, 3 of CH3), 6.28-6.30 (1H, m, Ar--H), 7.18-7.19 (1H, m, Ar--H), 7.43-7.45 (1H, m, Ar... Starting materials: N1C(=CC=C1)C=O (pyrrole-2-carboxaldehyde), O(C(=O)OC(C)(C)C)C(=O)OC(C)(C)C ((BOC)2O). Yields the product C(C)(C)(C)OC(=O)N1C(=CC=C1)C=O (N-tert-Butyloxycarbonylpyrrole-2-carboxaldehyde). Reactants: BrC=1SC2=C(N1)CC(/C(/C2(O)C2=CC=C(C=C2)Cl)=C\C(=O)OCC)C ((E)-ethyl 2-(2-bromo-7-(4-chlorophenyl)-7-hydroxy-5-methyl-4,5-dihydrobenzo[d]thiazol-6(7H)-ylidene)acetate), Polyphosphoric acid. The solvent is C1CCOC1 (THF), C1CCOC1 (THF). Run at temperature 80 celsius. Yields the product BrC=1SC2=C(N1)C=C(C(=C2C2=CC=C(C=C2)Cl)CC(=O)OCC)C (ethyl 2-(2-bromo-7-(4-chlorophenyl)-5-methylbenzo[d]thiazol-6-yl)acetate). As a reaction SMILES: [Br:1][C:2]1[S:3][C:4]2[C:10]([C:12]3[CH:17]=[CH:16][C:15]([Cl:18])=[CH:14][CH:13]=3)(O)/[C:9](=[CH:19]/[C:20]([O:22][CH2:23][CH3:24])=[O:21])/[CH:8]([CH3:25])[CH2:7][C:5]=2[N:6]=1>C1COCC1>[Br:1][C:2]1[S:3][C:4]2[C:10]([C:12]3[CH:13]=[CH:14][C:15]([Cl:18])=[CH:16][CH:17]=3)=[C:9]([CH2:19][C:20]([O:22][CH2:23][CH3:24])=[O:21])[C:8]([CH3:25])=[CH:7][C:5]=2[N:6]=1. Reported procedure: Polyphosphoric acid (PPA) (140 g) and THF (210 mL) were heated to 75° C. in a 1 L recovery flask. (E)-ethyl 2-(2-bromo-7-(4-chlorophenyl)-7-hydroxy-5-methyl-4,5-dihydrobenzo[d]thiazol-6(7H)-ylidene)acetate (31.0 g, 70.0 mmol) was added via addition funnel in THF (70 mL) over 2 min. The funnel was rinsed with THF (20 mL). The reaction mixture was heated at 80° C. for 2.5 h. After cooling to rt, the mixture was poured onto a 1 M K2HPO4 (1.5 L) solution followed by EtOAc (700 mL). The layers were s... Starting materials: ( 190 ), tripeptide, [F-] (fluoride), O1C=CC=C1 (furan), ClC=1N=C2C(=C3C=CC=CC13)OC=C2 (5-chloro-1-oxa-4-aza-cyclopenta[a]naphthalene). Yields the product FC=1N=C2C(=C3C=CC=CC13)OCC2 (5-fluoro-2,3-dihydro-1-oxa-4-aza-cyclopenta[a]naphthalene). As a reaction SMILES: O1C=CC=C1.Cl[C:7]1[N:8]=[C:9]2[CH:19]=[CH:18][O:17][C:10]2=[C:11]2[C:16]=1[CH:15]=[CH:14][CH:13]=[CH:12]2.[F-:20]>>[F:20][C:7]1[N:8]=[C:9]2[CH2:19][CH2:18][O:17][C:10]2=[C:11]2[C:16]=1[CH:15]=[CH:14][CH:13]=[CH:12]2. Reported procedure: The chloride/fluoride exchange was achieved by the method (reference 3) cited above. Thus 90 mg of 5-chloro-2,3-dihydro-1-oxa-4-aza-cyclopenta[a]naphthalene (Example 217) was suspended in 1.5 mL of Bu4PHF2 and was irradiated under microwave (Smith Reactor) to about 120° C. for 2 hours. After aqueous work up and column purification, 22 mg of fluoride product was obtained (26.9%). LC/MS rt-min (MH+): 1.91 (190) [method B]. The furan derivative (Example 218), 5-chloro-1-oxa-4-aza-cyclopenta[a]napht... Starting materials: C(C)(C)(C)OC(N[C@@H](C)C(NC1=C(C=CC=C1)NC1CCOCC1)=O)=O ({(S)-1-[2-(Tetrahydropyran-4-ylamino)phenylcarbamoyl]ethyl}carbamic acid tertbutyl ester). The solvent is CC(=O)O (AcOH). Run at temperature 70 celsius. Yields the product C(C)(C)(C)OC(N[C@@H](C)C1=NC2=C(N1C1CCOCC1)C=CC=C2)=O ({(S)-1-[1-(Tetrahydropyran-4-yl)-1H-benzoimidazol-2-yl]ethyl}carbamic acid tertbutyl ester). Isolated yield 77.5%. RXN SMILES: [C:1]([O:5][C:6](=[O:26])[NH:7][C@H:8]([C:10](=O)[NH:11][C:12]1[CH:17]=[CH:16][CH:15]=[CH:14][C:13]=1[NH:18][CH:19]1[CH2:24][CH2:23][O:22][CH2:21][CH2:20]1)[CH3:9])([CH3:4])([CH3:3])[CH3:2]>CC(O)=O>[C:1]([O:5][C:6](=[O:26])[NH:7][C@H:8]([C:10]1[N:18]([CH:19]2[CH2:24][CH2:23][O:22][CH2:21][CH2:20]2)[C:13]2[CH:14]=[CH:15][CH:16]=[CH:17][C:12]=2[N:11]=1)[CH3:9])([CH3:4])([CH3:3])[CH3:2]. Procedure: {(S)-1-[2-(Tetrahydropyran-4-ylamino)phenylcarbamoyl]ethyl}carbamic acid tertbutyl ester (1.90 g, 5.23 mmol) was dissolved in AcOH (30 mL) and heated to 70° C. for 18 h. Volatiles were then removed in vacuo and the residue was partitioned between DCM and a saturated solution of NaHCO3. The aqueous phase was further extracted with DCM (×2) and the combined organic layers were then washed with brine, dried (Na2SO4) and concentrated in vacuo. The resulting residue was purified by column chromatogra... Starting materials: BrCC1=CC(=C(OC2=CC(=C(C=C2)O)C(C)C)C(=C1)Cl)Cl (4-(4-Bromomethyl-2,6-dichloro-phenoxy)-2-isopropyl-phenol), O1NC(NC1=O)=O ([1,2,4]oxadiazolidine-3,5-dione), C([O-])([O-])=O.[Na+].[Na+] (sodium carbonate). Run in Cl (HCl), CN(C)C=O (DMF). Conditions: time 2 hour. Product: ClC=1C=C(CN2OC(NC2=O)=O)C=C(C1OC1=CC(=C(C=C1)O)C(C)C)Cl (2-[3,5-Dichloro-4-(4-hydroxy-3-isopropyl-phenoxy)-benzyl]-[1,2,4]oxadiazolidine-3,5-dione). The yield is 98.9%. As a reaction SMILES: Br[CH2:2][C:3]1[CH:19]=[C:18]([Cl:20])[C:6]([O:7][C:8]2[CH:13]=[CH:12][C:11]([OH:14])=[C:10]([CH:15]([CH3:17])[CH3:16])[CH:9]=2)=[C:5]([Cl:21])[CH:4]=1.[O:22]1[C:26](=[O:27])[NH:25][C:24](=[O:28])[NH:23]1.C(=O)([O-])[O-].[Na+].[Na+]>CN(C=O)C.Cl>[Cl:21][C:5]1[CH:4]=[C:3]([CH:19]=[C:18]([Cl:20])[C:6]=1[O:7][C:8]1[CH:13]=[CH:12][C:11]([OH:14])=[C:10]([CH:15]([CH3:17])[CH3:16])[CH:9]=1)[CH2:2][N:23]1[C:24](=[O:28])[NH:25][C:26](=[O:27])[O:22]1 |f:2.3.4|. Reported procedure: To a solution of the title compound of Step B (59 mg, 0.15 mmol) and [1,2,4]oxadiazolidine-3,5-dione (16 mg, 0.15 mmol) in DMF (1.5 ml) at room temperature was added sodium carbonate (32 mg, 0.30 mmol). After stirring at room temperature for about two hours, the solution was diluted with 0.5N HCl (10 ml) and extracted with ethyl acetate (3×10 ml). The combined organic extracts were washed with water (3×15 ml), brine (15 ml), dried, filtered, and concentrated. The crude product was purified by pr...